Dataset: the Open Reaction Database (ORD), a public repository of structured organic reaction records. Task: describe an organic reaction: reactants, conditions, products, and yield Starting materials: CC(=O)OCBr, CCn1c(C(=O)c2cc(C)cc(C#N)c2)c(C(C)C)c(=O)[nH]c1=O, [H-], [Na+], CN(C)C=O, O. Yields the product CCn1c(C(=O)c2cc(C)cc(C#N)c2)c(C(C)C)c(=O)n(COC(C)=O)c1=O. RXN SMILES: [Br:27][CH2:28][O:29][C:30]([CH3:31])=[O:32].[CH2:1]([CH3:2])[n:3]1[c:4](=[O:24])[nH:5][c:6](=[O:23])[c:7]([CH:20]([CH3:21])[CH3:22])[c:8]1[C:9](=[O:10])[c:11]1[cH:12][c:13]([C:14]#[N:15])[cH:16][c:17]([CH3:19])[cH:18]1.[H-:26].[Na+:25].[O:33]=[CH:34][N:35]([CH3:36])[CH3:37].[OH2:38]>>[CH2:1]([CH3:2])[n:3]1[c:4](=[O:24])[n:5]([CH2:28][O:29][C:30]([CH3:31])=[O:32])[c:6](=[O:23])[c:7]([CH:20]([CH3:21])[CH3:22])[c:8]1[C:9](=[O:10])[c:11]1[cH:12][c:13]([C:14]#[N:15])[cH:16][c:17]([CH3:19])[cH:18]1. Starting materials: CO, CC#N, [K+], [OH-], O, N#Cc1ccc(C(c2ccccc2)(c2ccccc2)c2ccccc2)cn1. Product: NC(=O)c1ccc(C(c2ccccc2)(c2ccccc2)c2ccccc2)cn1. Reaction SMILES: [CH3:29][OH:30].[CH3:33][C:34]#[N:35].[K+:32].[OH-:31].[OH2:28].[c:1]1([C:7]([c:8]2[cH:9][cH:10][c:11]([C:14]#[N:15])[n:12][cH:13]2)([c:16]2[cH:17][cH:18][cH:19][cH:20][cH:21]2)[c:22]2[cH:23][cH:24][cH:25][cH:26][cH:27]2)[cH:2][cH:3][cH:4][cH:5][cH:6]1>>[c:1]1([C:7]([c:8]2[cH:9][cH:10][c:11]([C:14]([NH2:15])=[O:28])[n:12][cH:13]2)([c:16]2[cH:17][cH:18][cH:19][cH:20][cH:21]2)[c:22]2[cH:23][cH:24][cH:25][cH:26][cH:27]2)[cH:2][cH:3][cH:4][cH:5][cH:6]1. Reactants: NC1=CC=C(C=N1)N1[C@H](CN(CC1)C(=O)OC(C)(C)C)C ((3S)-tert-Butyl 4-(6-Aminopyridin-3-yl)-3-methylpiperazine-1-carboxylate), BrC=1C(N(N=C(C1)Cl)COCC[Si](C)(C)C)=O (4-Bromo-6-chloro-2-((2-(trimethylsilyl)ethoxy)methyl)pyridazin-3(2H)-one), CC1(C2=C(C(=CC=C2)P(C3=CC=CC=C3)C4=CC=CC=C4)OC5=C(C=CC=C51)P(C6=CC=CC=C6)C7=CC=CC=C7)C (Xantphos), C(=O)([O-])[O-].[Cs+].[Cs+] (Cs2CO3). Reagents/catalysts: C=1C=CC(=CC1)/C=C/C(=O)/C=C/C2=CC=CC=C2.C=1C=CC(=CC1)/C=C/C(=O)/C=C/C2=CC=CC=C2.C=1C=CC(=CC1)/C=C/C(=O)/C=C/C2=CC=CC=C2.[Pd].[Pd] (Pd2(dba)3). Solvent: O1CCOCC1 (dioxane). Run at temperature 100 celsius. The product is ClC=1C=C(C(N(N1)COCC[Si](C)(C)C)=O)NC1=CC=C(C=N1)N1[C@H](CN(CC1)C(=O)OC(C)(C)C)C ((S)-tert-Butyl 4-(6-(6-Chloro-3-oxo-2-((2-(trimethylsilyl)ethoxy)-methyl)-2,3-dihydropyridazin-4-ylamino)pyridin-3-yl)-3-methylpiperazine-1-carboxylate). The yield is 90.7%. Reaction SMILES: [NH2:1][C:2]1[N:7]=[CH:6][C:5]([N:8]2[CH2:13][CH2:12][N:11]([C:14]([O:16][C:17]([CH3:20])([CH3:19])[CH3:18])=[O:15])[CH2:10][C@@H:9]2[CH3:21])=[CH:4][CH:3]=1.Br[C:23]1[C:24](=[O:38])[N:25]([CH2:30][O:31][CH2:32][CH2:33][Si:34]([CH3:37])([CH3:36])[CH3:35])[N:26]=[C:27]([Cl:29])[CH:28]=1.CC1(C)C2C(=C(P(C3C=CC=CC=3)C3C=CC=CC=3)C=CC=2)OC2C(P(C3C=CC=CC=3)C3C=CC=CC=3)=CC=CC1=2.C([O-])([O-])=O.[Cs+].[Cs+]>C1C=CC(/C=C/C(/C=C/C2C=CC=CC=2)=O)=CC=1.C1C=CC(/C=C/C(/C=C/C2C=CC=CC=2)=O)=CC=1.C1C=CC(/C=C/C(/C=C/C2C=CC=CC=2)=O)=CC=1.[Pd].[Pd].O1CCOCC1>[Cl:29][C:27]1[CH:28]=[C:23]([NH:1][C:2]2[N:7]=[CH:6][C:5]([N:8]3[CH2:13][CH2:12][N:11]([C:14]([O:16][C:17]([CH3:20])([CH3:19])[CH3:18])=[O:15])[CH2:10][C@@H:9]3[CH3:21])=[CH:4][CH:3]=2)[C:24](=[O:38])[N:25]([CH2:30][O:31][CH2:32][CH2:33][Si:34]([CH3:36])([CH3:35])[CH3:37])[N:26]=1 |f:3.4.5,6.7.8.9.10|. Reported procedure: A 50-mL round-bottomed flask equipped with a reflux condenser was charged with (S)-tert-butyl 4-(6-aminopyridin-3-yl)-3-methylpiperazine-1-carboxylate 191f (580 mg, 2.0 mmol), 253a (1.36 g, 4.0 mmol), Pd2(dba)3 (180 mg, 0.20 mmol), Xantphos (230 mg, 0.40 mmol), Cs2CO3 (1.3 g, 4.0 mmol), and dioxane (20 mL). After three cycles of vacuum/argon flush, the mixture was heated at 100° C. for 2 h. It was then cooled to room temperature and filtered. The filtrate was evaporated under reduced pressure an... Isolated yield 52.6%. Run in C(CCC)O (butanol). The product is C(C)C(C=O)C(CCC)O (2-Ethyl-3-hydroxyhexanal). Reaction SMILES: [CH2:1]([CH:3]([CH2:6][OH:7])[CH2:4][OH:5])[CH3:2].[CH:8](=O)[CH2:9][CH2:10]C>C(O)CCC>[CH2:1]([CH:3]([CH:6]([OH:7])[CH2:8][CH2:9][CH3:10])[CH:4]=[O:5])[CH3:2]. The reactants are C(C)C(CO)CO (2-ethyl-1,3-propane diol), C(CCC)=O (n-butyraldehyde), sodium methoxy, alkali metal alkoxides. Procedure details: JP patent publication 1 299 240 discloses a process for the preparation of 2-ethyl-1,3-propane diol from n-butyraldehyde by aldol condensation by using alkali metal alkoxides as the catalyst. The reaction was performed in the presence of sodium methoxy in a butanol solution at 40° C. 2-Ethyl-3-hydroxyhexanal formed with a yield of 52.6%, and it was hydrogenated with Raney nickel at a temperature of 100° C. and a pressure of 50 atm.